Task: describe an organic reaction: reactants, conditions, products, and yield. Dataset: the Open Reaction Database (ORD), a public repository of structured organic reaction records Reagents/catalysts: O (H2O), [Pd] (Pd/C). Reactants: C(C)(C)(C)OC(CC1(C=CCC=C1)C#N)=O ((1-cyanocyclohexa-2,5-dienyl)acetic acid t-butyl ester). Run at time 18.5 hour. Isolated yield 56.5%. Reported procedure: Added 5% Pd/C, 50% H2O catalyst (94.0 mg, 22.1 μmol) to a solution of (1-cyanocyclohexa-2,5-dienyl)acetic acid t-butyl ester (0.50 g, 2.3 mmol) in MeOH (10 mL). After shaking the reaction mixture under 20 psi H2 at room temperature for 18.5 hours, the pressure was slowly released. The reaction was filtered and concentrated under reduced pressure. Flash chromatography (SiO2, 1:3 hexane:CH2Cl2-100% CH2Cl2) afforded 0.29 g (56%) of product as an oil. RXN SMILES: [C:1]([O:5][C:6](=[O:16])[CH2:7][C:8]1([C:14]#[N:15])[CH:13]=[CH:12][CH2:11][CH:10]=[CH:9]1)([CH3:4])([CH3:3])[CH3:2]>O.CO.[Pd]>[C:1]([O:5][C:6](=[O:16])[CH2:7][C:8]1([C:14]#[N:15])[CH2:9][CH2:10][CH2:11][CH2:12][CH2:13]1)([CH3:4])([CH3:2])[CH3:3]. Run in CO (MeOH). Product: C(C)(C)(C)OC(CC1(CCCCC1)C#N)=O ((1 -Cyanocyclohexyl)acetic acid t-butyl ester).